The task is: describe an organic reaction: reactants, conditions, products, and yield. This data is from the Open Reaction Database (ORD), a public repository of structured organic reaction records. Reactants: OCC(CO)C1=CC=C(C(=O)OC(C)(C)C)C=C1 (tert-Butyl 4-[2-hydroxy-1-(hydroxymethyl)ethyl]benzoate), TEA, CP(=O)(Cl)Cl (Methylphosphonic dichloride). The solvent is C(Cl)Cl (CH2Cl2), C(Cl)Cl (CH2Cl2), O (water). Conditions: temperature 0 celsius, time 1 hour. The product is CP1(OCC(CO1)C1=CC=C(C(=O)OC(C)(C)C)C=C1)=O (tert-Butyl 4-(2-methyl-2-oxido-1,3,2-dioxaphosphinan-5-yl)benzoate). As a reaction SMILES: [OH:1][CH2:2][CH:3]([C:6]1[CH:18]=[CH:17][C:9]([C:10]([O:12][C:13]([CH3:16])([CH3:15])[CH3:14])=[O:11])=[CH:8][CH:7]=1)[CH2:4][OH:5].[CH3:19][P:20](Cl)(Cl)=[O:21]>C(Cl)Cl.O>[CH3:19][P:20]1(=[O:21])[O:5][CH2:4][CH:3]([C:6]2[CH:18]=[CH:17][C:9]([C:10]([O:12][C:13]([CH3:15])([CH3:14])[CH3:16])=[O:11])=[CH:8][CH:7]=2)[CH2:2][O:1]1. Procedure: tert-Butyl 4-[2-hydroxy-1-(hydroxymethyl)ethyl]benzoate (440 mg, 1.74 mmol) and TEA (510 μl, 3.66 mmol) were taken up in CH2Cl2 (20 mL) and cooled to 0° C. Methylphosphonic dichloride (193 μl, 2.09 mmol) in CH2Cl2 (10 mL) was added dropwise over 30 minutes. The reaction was then allowed to warm to room temperature and stirred for 1 h. The mixture was diluted with water and extracted with CH2Cl2 (2×). The combined organic layers were washed with brine, dried (MgSO4), and evaporated. Flash chromat... Reaction SMILES: [CH3:27][C:28](=[O:29])[O-:30].[CH3:31][C:32]([O:33][C:34](=[O:35])[CH3:36])=[O:37].[Cl:1][c:2]1[cH:3][c:4]([F:25])[c:5]([NH:12][C:13]([CH2:14][CH:15]([CH2:16][C:17](=[O:18])[OH:19])[C:20]([F:21])([F:22])[F:23])=[O:24])[cH:6][c:7]1[O:8][CH2:9][C:10]#[CH:11].[Na+:26]>>[Cl:1][c:2]1[cH:3][c:4]([F:25])[c:5]([N:12]2[C:13](=[O:24])[CH2:14][CH:15]([C:20]([F:21])([F:22])[F:23])[CH2:16][C:17]2=[O:19])[cH:6][c:7]1[O:8][CH2:9][C:10]#[CH:11]. Product: C#CCOc1cc(N2C(=O)CC(C(F)(F)F)CC2=O)c(F)cc1Cl. Starting materials: CC(=O)[O-], CC(=O)OC(C)=O, C#CCOc1cc(NC(=O)CC(CC(=O)O)C(F)(F)F)c(F)cc1Cl, [Na+]. Reactants: [BH4-], CC(C)(C)OC(=O)C(CNc1ncnc(N2CCC(c3ccc4c(n3)NCCC4)CC2)c1C=O)NC(=O)OCc1ccccc1, CO, CCOC(C)=O, [Cl-], [NH4+], [Na+], O. The product is CC(C)(C)OC(=O)C(CNc1ncnc(N2CCC(c3ccc4c(n3)NCCC4)CC2)c1CO)NC(=O)OCc1ccccc1. As a reaction SMILES: [BH4-:46].[CH2:1]([c:2]1[cH:3][cH:4][cH:5][cH:6][cH:7]1)[O:8][C:9](=[O:10])[NH:11][CH:12]([C:13](=[O:14])[O:15][C:16]([CH3:17])([CH3:18])[CH3:19])[CH2:20][NH:21][c:22]1[n:23][cH:24][n:25][c:26]([N:30]2[CH2:31][CH2:32][CH:33]([c:36]3[n:37][c:38]4[c:43]([cH:44][cH:45]3)[CH2:42][CH2:41][CH2:40][NH:39]4)[CH2:34][CH2:35]2)[c:27]1[CH:28]=[O:29].[CH3:50][OH:51].[CH3:53][CH2:54][O:55][C:56](=[O:57])[CH3:58].[Cl-:48].[NH4+:49].[Na+:47].[OH2:52]>>[CH2:1]([c:2]1[cH:3][cH:4][cH:5][cH:6][cH:7]1)[O:8][C:9](=[O:10])[NH:11][CH:12]([C:13](=[O:14])[O:15][C:16]([CH3:17])([CH3:18])[CH3:19])[CH2:20][NH:21][c:22]1[n:23][cH:24][n:25][c:26]([N:30]2[CH2:31][CH2:32][CH:33]([c:36]3[n:37][c:38]4[c:43]([cH:44][cH:45]3)[CH2:42][CH2:41][CH2:40][NH:39]4)[CH2:34][CH2:35]2)[c:27]1[CH2:28][OH:29].